Dataset: the Open Reaction Database (ORD), a public repository of structured organic reaction records. Task: describe an organic reaction: reactants, conditions, products, and yield Reactants: ClC1=C(CNC2=NC3=C(N2)C=2CC(OC2C(=C3)C(=O)OC)(C)C)C=CC=C1 (methyl 2-((2-chlorobenzyl)amino)-7,7-dimethyl-7,8-dihydro-1H-benzofuro[4,5-d]imidazole-5-carboxylate), FC1=C(N)C=C(C=C1)C(F)(F)F (2-fluoro-5-trifluoromethyl aniline), C[Al](C)C (trimethyl aluminium). The solvent is C1(=CC=CC=C1)C (toluene). Yields the product ClC1=C(CNC2=NC3=C(N2)C=2CC(OC2C(=C3)C(=O)NC3=C(C=CC(=C3)C(F)(F)F)F)(C)C)C=CC=C1 (2-((2-Chlorobenzyl)amino)-N-(2-fluoro-5-(trifluoromethyl)phenyl)-7,7-dimethyl-7,8-dihydro-1H-benzofuro[4,5-d]imidazole-5-carboxamide). The yield is 4.7%. RXN SMILES: [Cl:1][C:2]1[CH:27]=[CH:26][CH:25]=[CH:24][C:3]=1[CH2:4][NH:5][C:6]1[NH:10][C:9]2[C:11]3[CH2:12][C:13]([CH3:23])([CH3:22])[O:14][C:15]=3[C:16]([C:18](OC)=[O:19])=[CH:17][C:8]=2[N:7]=1.[F:28][C:29]1[CH:35]=[CH:34][C:33]([C:36]([F:39])([F:38])[F:37])=[CH:32][C:30]=1[NH2:31].C[Al](C)C>C1(C)C=CC=CC=1>[Cl:1][C:2]1[CH:27]=[CH:26][CH:25]=[CH:24][C:3]=1[CH2:4][NH:5][C:6]1[NH:10][C:9]2[C:11]3[CH2:12][C:13]([CH3:23])([CH3:22])[O:14][C:15]=3[C:16]([C:18]([NH:31][C:30]3[CH:32]=[C:33]([C:36]([F:37])([F:38])[F:39])[CH:34]=[CH:35][C:29]=3[F:28])=[O:19])=[CH:17][C:8]=2[N:7]=1. Procedure: The title compound was prepared following the procedure described for Example-137 using methyl 2-((2-chlorobenzyl)amino)-7,7-dimethyl-7,8-dihydro-1H-benzofuro[4,5-d]imidazole-5-carboxylate (Intermediate-52, 0.200 g, 0.519 mmol), 2-fluoro-5-trifluoromethyl aniline (0.237 g, 1.0389 mmol), trimethyl aluminium (2M solution in toluene) (0.5 mL) and dry toluene (5.0 mL). The obtained crude was purified by column chromatography eluting with 0.5% DCM:MeOH to afford 0.013 g of the desired product. 1HNMR ... The reactants are Cl.C(C1=CC=CC=C1)N1CC2CNCC2C1 (2-Benzyl-3,3a,4,5,6,6a-hexahydro-1H-pyrrolo[3,4-c]pyrrole hydrochloride), C(C)(C)N(CC)C(C)C (diisopropylethylamine), ClC1=NN2C(C=C1)=NN=C2C(F)(F)F (6-chloro-3-(trifluoromethyl)-[1,2,4]triazolo[3,4-f]pyridazine). Solvent: C(C)O (ethanol). Reaction conditions: temperature 70 celsius. The product is C(C1=CC=CC=C1)N1CC2C(C1)CN(C2)C2=NN1C(C=C2)=NN=C1C(F)(F)F (6-(5-benzyl-1,3,3a,4,6,6a-hexahydropyrrolo[3,4-c]pyrrol-2-yl)-3-(trifluoromethyl)-[1,2,4]triazolo[3,4-f]pyridazine). The yield is 83.0%. Reaction SMILES: Cl.[CH2:2]([N:9]1[CH2:16][CH:15]2[CH:11]([CH2:12][NH:13][CH2:14]2)[CH2:10]1)[C:3]1[CH:8]=[CH:7][CH:6]=[CH:5][CH:4]=1.C(N(C(C)C)CC)(C)C.Cl[C:27]1[CH:32]=[CH:31][C:30]2=[N:33][N:34]=[C:35]([C:36]([F:39])([F:38])[F:37])[N:29]2[N:28]=1>C(O)C>[CH2:2]([N:9]1[CH2:10][CH:11]2[CH2:12][N:13]([C:27]3[CH:32]=[CH:31][C:30]4=[N:33][N:34]=[C:35]([C:36]([F:39])([F:37])[F:38])[N:29]4[N:28]=3)[CH2:14][CH:15]2[CH2:16]1)[C:3]1[CH:8]=[CH:7][CH:6]=[CH:5][CH:4]=1 |f:0.1|. Reported procedure: 2-Benzyl-3,3a,4,5,6,6a-hexahydro-1H-pyrrolo[3,4-c]pyrrole hydrochloride (0.129 g, 0.54 mmol) and then diisopropylethylamine (0.070 g, 0.54 mmol) were added sequentially to a solution of 6-chloro-3-(trifluoromethyl)-[1,2,4]triazolo[3,4-f]pyridazine (0.080 g, 0.36 mmol) in ethanol (2 mL). The reaction mixture was heated at 70° C. for 4 hours and then evaporated to leave an involatile residue. The residue was purified by preparative hplc using a Phenomenex Luna C18 100A column (10% silica, 21 mm di... The reactants are [N+](=O)([O-])C=1C=C(C=CC1)O (3-nitrophenol), C1(=CC=CC=C1)C=1SC=C(N1)CCl (2-phenyl-4-chloromethylthiazole), C([O-])([O-])=O.[Cs+].[Cs+] (cesium carbonate). The reagents and catalysts are [I-].[K+] (potassium iodide). The solvent is CC(=O)C (acetone). Product: [N+](=O)([O-])C=1C=C(OCC=2N=C(SC2)C2=CC=CC=C2)C=CC1 (4-[(3-Nitrophenoxy)methyl]-2-phenylthiazole). The yield is 81.4%. RXN SMILES: [N+:1]([C:4]1[CH:5]=[C:6]([OH:10])[CH:7]=[CH:8][CH:9]=1)([O-:3])=[O:2].[C:11]1([C:17]2[S:18][CH:19]=[C:20]([CH2:22]Cl)[N:21]=2)[CH:16]=[CH:15][CH:14]=[CH:13][CH:12]=1.C(=O)([O-])[O-].[Cs+].[Cs+]>CC(C)=O.[I-].[K+]>[N+:1]([C:4]1[CH:5]=[C:6]([CH:7]=[CH:8][CH:9]=1)[O:10][CH2:22][C:20]1[N:21]=[C:17]([C:11]2[CH:12]=[CH:13][CH:14]=[CH:15][CH:16]=2)[S:18][CH:19]=1)([O-:3])=[O:2] |f:2.3.4,6.7|. Reported procedure: To a solution of 6.5 g (0.046 mol) of 3-nitrophenol in 300 ml of acetone are added 11.6 g (0.047 mol) of 2-phenyl-4-chloromethylthiazole hydrochloride2, 15 g (0.046 mol) of cesium carbonate, and 0.5 g of potassium iodide and the slurry is heated to reflux for 20 hours. The hot mixture is filtered and the filtrate is concentrated in vacuo to obtain 11.7 g (82%) crystalline residue. A part is recrystallized from ethyl acetate/pentane to give crystals, m.p. 112°-114° C. Reactants: FC=1C(=NC=CC1SC1=CN=C(S1)NC1=NC=C(C=C1)[N+](=O)[O-])C(=O)OC (methyl 3-fluoro-4-(2-(5-nitropyridin-2-ylamino)thiazol-5-ylthio)picolinate), nitroso. Reagents/catalysts: [Pt] (Pt/C), [Pt] (Pt/C). Solvent: C(C)(=O)O (acetic acid), C1CCOC1 (THF). Conditions: time 8 hour. The product is NC=1C=CC(=NC1)NC=1SC(=CN1)SC1=C(C(=NC=C1)C(=O)OC)F (methyl 4-(2-(5-aminopyridin-2-ylamino)thiazol-5-ylthio)-3-fluoropicolinate). Reaction SMILES: [F:1][C:2]1[C:3]([C:24]([O:26][CH3:27])=[O:25])=[N:4][CH:5]=[CH:6][C:7]=1[S:8][C:9]1[S:13][C:12]([NH:14][C:15]2[CH:20]=[CH:19][C:18]([N+:21]([O-])=O)=[CH:17][N:16]=2)=[N:11][CH:10]=1>C(O)(=O)C.C1COCC1.[Pt]>[NH2:21][C:18]1[CH:19]=[CH:20][C:15]([NH:14][C:12]2[S:13][C:9]([S:8][C:7]3[CH:6]=[CH:5][N:4]=[C:3]([C:24]([O:26][CH3:27])=[O:25])[C:2]=3[F:1])=[CH:10][N:11]=2)=[N:16][CH:17]=1. Reported procedure: A stirring solution of methyl 3-fluoro-4-(2-(5-nitropyridin-2-ylamino)thiazol-5-ylthio)picolinate (1.77 g, 4.34 mmol), 10% Pt/C (366 mg) in acetic acid (5 mL) and THF (20 mL) was purged 4× with H2, then pressurized to 140 psi in a steel bomb reactor and stirred overnight. The reaction was depressurized, and LCMS showed intermediate nitroso as predominant product. Pt/C (270 mg) was added and the reaction repressurized to 140 psi and stirred overnight. The reaction was depressurized, LCMS showed c...